Dataset: the Open Reaction Database (ORD), a public repository of structured organic reaction records. Task: describe an organic reaction: reactants, conditions, products, and yield Starting materials: solution, Cl (hydrogen chloride), FC1=CC(=C(OCC[C@H]2N(C[C@@H](C2)OC(CCCCCCCCCCC)=O)C)C=C1)CCC1=CC(=C(C=C1)F)OC ((2R,4R)-2-[2-{4-fluoro-2-[2-(4-fluoro-3-methoxyphenyl)ethyl]phenoxy}ethyl]-4-lauroyloxy-1-methylpyrrolidine). Solvent: O1CCOCC1 (dioxane), O1CCOCC1 (dioxane). Product: Cl.FC1=CC(=C(OCC[C@H]2N(C[C@@H](C2)OC(CCCCCCCCCCC)=O)C)C=C1)CCC1=CC(=C(C=C1)F)OC ((2R,4R)-2-[2-{4-Fluoro-2-[2-(4-fluoro-3-methoxyphenyl)ethyl]phenoxy}ethyl]-4-lauroyloxy-1-methylpyrrolidine hydrochloride). Isolated yield 67.0%. As a reaction SMILES: [F:1][C:2]1[CH:30]=[CH:29][C:5]([O:6][CH2:7][CH2:8][C@@H:9]2[CH2:13][C@@H:12]([O:14][C:15](=[O:27])[CH2:16][CH2:17][CH2:18][CH2:19][CH2:20][CH2:21][CH2:22][CH2:23][CH2:24][CH2:25][CH3:26])[CH2:11][N:10]2[CH3:28])=[C:4]([CH2:31][CH2:32][C:33]2[CH:38]=[CH:37][C:36]([F:39])=[C:35]([O:40][CH3:41])[CH:34]=2)[CH:3]=1.[ClH:42]>O1CCOCC1>[ClH:42].[F:1][C:2]1[CH:30]=[CH:29][C:5]([O:6][CH2:7][CH2:8][C@@H:9]2[CH2:13][C@@H:12]([O:14][C:15](=[O:27])[CH2:16][CH2:17][CH2:18][CH2:19][CH2:20][CH2:21][CH2:22][CH2:23][CH2:24][CH2:25][CH3:26])[CH2:11][N:10]2[CH3:28])=[C:4]([CH2:31][CH2:32][C:33]2[CH:38]=[CH:37][C:36]([F:39])=[C:35]([O:40][CH3:41])[CH:34]=2)[CH:3]=1 |f:3.4|. Reported procedure: 684 mg of (2R,4R)-2-[2-{4-fluoro-2-[2-(4-fluoro-3-methoxyphenyl)ethyl]phenoxy}ethyl]-4-lauroyloxy-1-methylpyrrolidine [prepared as described in step (a) above] were dissolved in 10 ml of dioxane, and 0.45 ml of a 4N solution of hydrogen chloride in dioxane was added to the resulting solution. The solution was then concentrated by evaporation under reduced pressure. Hexane was added to the residue, and the crystals which precipitated were collected by filtration, and dried in vacuo, to give 485 m... Starting materials: CC(C)=O, O, Cc1ccc(Cn2nnnc2C2N3C(=O)C(NC(c4ccccc4)(c4ccccc4)c4ccccc4)C3SC2(C)C)o1, Cc1ccc(S(=O)(=O)O)cc1. Product: Cc1ccc(Cn2nnnc2C2N3C(=O)C(N)C3SC2(C)C)o1. As a reaction SMILES: [CH3:55][C:56](=[O:57])[CH3:58].[OH2:43].[c:1]1([C:2]([c:3]2[cH:4][cH:5][cH:6][cH:7][cH:8]2)([c:9]2[cH:10][cH:11][cH:12][cH:13][cH:14]2)[NH:20][CH:21]2[CH:22]3[N:23]([CH:24]([c:29]4[n:30][n:31][n:32][n:33]4[CH2:34][c:35]4[cH:36][cH:37][c:38]([CH3:40])[o:39]4)[C:25]([CH3:27])([CH3:28])[S:26]3)[C:41]2=[O:42])[cH:15][cH:16][cH:17][cH:18][cH:19]1.[c:44]1([CH3:45])[cH:46][cH:47][c:48]([S:49]([OH:50])(=[O:51])=[O:52])[cH:53][cH:54]1>>[NH2:20][CH:21]1[CH:22]2[N:23]([CH:24]([c:29]3[n:30][n:31][n:32][n:33]3[CH2:34][c:35]3[cH:36][cH:37][c:38]([CH3:40])[o:39]3)[C:25]([CH3:27])([CH3:28])[S:26]2)[C:41]1=[O:42]. Starting materials: CCN=C=NCCCN(C)C (EDCI), FC(S(=O)(=O)N)(F)F (trifluoromethanesulfonamide), C1(CCCC1)C(=O)NC=1C=C2C(=C(N(C2=CC1)CCCC(=O)NC=1C=C(C(=O)O)C=CC1)COC1=CC2=CC=CC=C2C=C1)C(=O)N1CCCC1 (3-({4-[5-[(cyclopentylcarbonyl)amino]-2-[(2-naphthyloxy)methyl]-3-(1-pyrrolidinylcarbonyl)-1H-indol-1-yl]butanoyl}amino)benzoic acid), C1CCOC1 (THF). The reagents and catalysts are CN(C)C=1C=CN=CC1 (DMAP). Solvent: C(C)(=O)OCC.O (ethyl acetate water). Reaction conditions: temperature 25 celsius, time 8 hour. Yields the product C1=C(C=CC2=CC=CC=C12)OCC=1N(C2=CC=C(C=C2C1C(=O)N1CCCC1)NC(=O)C1CCCC1)CCCC(NC1=CC(=CC=C1)C(=O)NS(=O)(=O)C(F)(F)F)=O (N-[2-[(2-naphthyloxy)methyl]-1-{4-oxo-4-[3-({[(trifluoromethyl)sulfonyl]amino}carbonyl)anilino]butyl}-3-(1-pyrrolidinylcarbonyl)-1H-indol-5-yl]cyclopentanecarboxamide). Yield: 84.0%. RXN SMILES: [CH:1]1([C:6]([NH:8][C:9]2[CH:10]=[C:11]3[C:15](=[CH:16][CH:17]=2)[N:14]([CH2:18][CH2:19][CH2:20][C:21]([NH:23][C:24]2[CH:25]=[C:26]([CH:30]=[CH:31][CH:32]=2)[C:27](O)=[O:28])=[O:22])[C:13]([CH2:33][O:34][C:35]2[CH:44]=[CH:43][C:42]4[C:37](=[CH:38][CH:39]=[CH:40][CH:41]=4)[CH:36]=2)=[C:12]3[C:45]([N:47]2[CH2:51][CH2:50][CH2:49][CH2:48]2)=[O:46])=[O:7])[CH2:5][CH2:4][CH2:3][CH2:2]1.CCN=C=NCCCN(C)C.[F:63][C:64]([F:70])([F:69])[S:65]([NH2:68])(=[O:67])=[O:66].C1COCC1>CN(C1C=CN=CC=1)C.C(OCC)(=O)C.O>[CH:36]1[C:37]2[C:42](=[CH:41][CH:40]=[CH:39][CH:38]=2)[CH:43]=[CH:44][C:35]=1[O:34][CH2:33][C:13]1[N:14]([CH2:18][CH2:19][CH2:20][C:21](=[O:22])[NH:23][C:24]2[CH:32]=[CH:31][CH:30]=[C:26]([C:27]([NH:68][S:65]([C:64]([F:70])([F:69])[F:63])(=[O:67])=[O:66])=[O:28])[CH:25]=2)[C:15]2[C:11]([C:12]=1[C:45]([N:47]1[CH2:48][CH2:49][CH2:50][CH2:51]1)=[O:46])=[CH:10][C:9]([NH:8][C:6]([CH:1]1[CH2:2][CH2:3][CH2:4][CH2:5]1)=[O:7])=[CH:17][CH:16]=2 |f:5.6|. Procedure details: The compound of Example 55 (1 eq) was weighed into a flask and to this was added EDCI (3 eq), DMAP (1.2 eq), trifluoromethanesulfonamide (1.2 eq) followed by anhydrous THF (0.04 M) and the reaction mixture was then stirred at 25° C., overnight. Worked up with ethyl acetate/water followed by washing the organic layer with 1N HCl, saturated bicarbonate and brine. Trituration with CH2Cl2/hexane (8:2) afforded the desired product in 84% yield. The reactants are CN1CCOCC1 (N-methylmorpholine), C(C=C)N (allylamine), IC1=C(C(=O)Cl)C=CC=C1 (2-iodo-benzoic acid chloride). The solvent is C(C)#N (acetonitrile). Run at time 60 minute. Product: C(C=C)NC(C1=C(C=CC=C1)I)=O (2-iodo-benzoic acid allylamide). Reaction SMILES: CN1CCOCC1.[CH2:8]([NH2:11])[CH:9]=[CH2:10].[I:12][C:13]1[CH:21]=[CH:20][CH:19]=[CH:18][C:14]=1[C:15](Cl)=[O:16]>C(#N)C>[CH2:8]([NH:11][C:15](=[O:16])[C:14]1[CH:18]=[CH:19][CH:20]=[CH:21][C:13]=1[I:12])[CH:9]=[CH2:10]. Procedure details: 470 ml (4.28 mol) of N-methylmorpholine, followed by 224 ml (2.98 mol) of allylamine are added under ice cooling to 750 g (2.81 mol) of 2-iodo-benzoic acid chloride in 7.5 l of acetonitrile, and stirred for 60 min at RT. The precipitate is filtered off and the filtrate concentrated by evaporation on a RE. The residue of evaporation is dissolved in 4 l of EtOAc and 4 l of water, the water phase is separated and extracted twice with EtOAc. The organic phases are washed with water, 0.1 N HCl, water... The reactants are C(C)OC(CCCN)C1=CC=C(C=C1)F (N-[4-ethoxy-4-(4-fluorophenyl)butyl]amine), C(C)OC1=C(OCCCl)C=CC=C1 (2-(2-ethoxyphenoxy)ethyl chloride), [I-].[Na+] (sodium iodide), C([O-])(O)=O.[Na+] (sodium bicarbonate). Run in CN(C=O)C (N,N-dimethylformamide), O (water). Conditions: temperature 110 celsius, time 20 hour. The product is C(C(=O)O)(=O)O.C(C)OC(CCCNCCOC1=C(C=CC=C1)OCC)C1=CC=C(C=C1)F (N-[4-ethoxy-4-(4-fluorophenyl)butyl]-2-(2-ethoxyphenoxy)ethylamine oxalate). Reaction SMILES: [CH2:1]([O:3][CH:4]([C:9]1[CH:14]=[CH:13][C:12]([F:15])=[CH:11][CH:10]=1)[CH2:5][CH2:6][CH2:7][NH2:8])[CH3:2].[CH2:16]([O:18][C:19]1[CH:28]=[CH:27][CH:26]=[CH:25][C:20]=1[O:21][CH2:22][CH2:23]Cl)[CH3:17].[I-].[Na+].[C:31](=[O:34])([OH:33])[O-].[Na+]>O.CN(C)C=O>[C:4]([OH:3])(=[O:18])[C:31]([OH:33])=[O:34].[CH2:1]([O:3][CH:4]([C:9]1[CH:10]=[CH:11][C:12]([F:15])=[CH:13][CH:14]=1)[CH2:5][CH2:6][CH2:7][NH:8][CH2:23][CH2:22][O:21][C:20]1[CH:25]=[CH:26][CH:27]=[CH:28][C:19]=1[O:18][CH2:16][CH3:17])[CH3:2] |f:2.3,4.5,8.9|. Procedure: A mixture of 2 g of N-[4-ethoxy-4-(4-fluorophenyl)butyl]amine, 2 g of 2-(2-ethoxyphenoxy)ethyl chloride, 0.1 g of sodium iodide, 1 g of sodium bicarbonate and 20 ml of N,N-dimethylformamide was stirred at about 110° C for 20 hours. After cooling, the reaction mixture was poured into 200 ml of water and extracted with benzene. The benzene layer was washed with water, dried over anhydrous sodium sulfate and concentrated under reduced pressure. The residue was treated with ethanolic oxalic acid and...